Task: describe an organic reaction: reactants, conditions, products, and yield. Dataset: the Open Reaction Database (ORD), a public repository of structured organic reaction records Starting materials: ClC=1C=C(C=CC1)N=C=O (3-chlorophenyl isocyanate), O1C(NCC1)=O (2-oxazolidinone), [Al+3].[Cl-].[Cl-].[Cl-] (AlCl3). Run in ClCCl (dichloromethane). Run at temperature 195 celsius. Yields the product ClC=1C=C(C=CC1)N1C(NCC1)=O (3-chlorophenyl-imidazolidinone). Isolated yield 74.0%. As a reaction SMILES: [Cl:1][C:2]1[CH:3]=[C:4]([N:8]=[C:9]=[O:10])[CH:5]=[CH:6][CH:7]=1.O1[CH2:15][CH2:14][NH:13]C1=O.[Al+3].[Cl-].[Cl-].[Cl-]>ClCCl>[Cl:1][C:2]1[CH:3]=[C:4]([N:8]2[CH2:15][CH2:14][NH:13][C:9]2=[O:10])[CH:5]=[CH:6][CH:7]=1 |f:2.3.4.5|. Procedure: A mixture of 3-chlorophenyl isocyanate (50 mmoles), 2-oxazolidinone (50 mmoles) and anhydrous AlCl3 (40 mg, 0.3 mmole) is heated at 195° C. for 6 hours with stirring. The reaction mixture is dissolved in dichloromethane and the resulting solution is washed with water twice. The dichloromethane solution is dried and evaporated and the residue distilled at reduced pressure. The distillate is recrystallized from hot hexane to give a yield of 74 percent of the desired product, m.p. 121° C.-123° C. Product: C(C)OC(=O)C1(CC1)C1=CC=C(C=C1)C1=CC=C(C=C1)C1=C(C(=NO1)C)NC1=CC(=NC=C1)C1=C(C=CC=C1)Cl (1-(4′-{4-[2-(2-Chloro-phenyl)-pyridin-4-ylamino]-3-methyl-isoxazol-5-yl}-biphenyl-4-yl)-cyclopropanecarboxylic acid ethyl ester). Procedure details: Prepared according to the procedure described in Example 68, Step 2, using 1-[4′-(4-amino-3-methyl-isoxazol-5-yl)-biphenyl-4-yl]-cyclopropanecarboxylic acid ethyl ester and 4-bromo-2-(2-chloro-phenyl)-pyridine. Reaction SMILES: [CH2:1]([O:3][C:4]([C:6]1([C:9]2[CH:14]=[CH:13][C:12]([C:15]3[CH:20]=[CH:19][C:18]([C:21]4[O:25][N:24]=[C:23]([CH3:26])[C:22]=4[NH2:27])=[CH:17][CH:16]=3)=[CH:11][CH:10]=2)[CH2:8][CH2:7]1)=[O:5])[CH3:2].Br[C:29]1[CH:34]=[CH:33][N:32]=[C:31]([C:35]2[CH:40]=[CH:39][CH:38]=[CH:37][C:36]=2[Cl:41])[CH:30]=1>>[CH2:1]([O:3][C:4]([C:6]1([C:9]2[CH:10]=[CH:11][C:12]([C:15]3[CH:20]=[CH:19][C:18]([C:21]4[O:25][N:24]=[C:23]([CH3:26])[C:22]=4[NH:27][C:29]4[CH:34]=[CH:33][N:32]=[C:31]([C:35]5[CH:40]=[CH:39][CH:38]=[CH:37][C:36]=5[Cl:41])[CH:30]=4)=[CH:17][CH:16]=3)=[CH:13][CH:14]=2)[CH2:8][CH2:7]1)=[O:5])[CH3:2]. Reactants: C(C)OC(=O)C1(CC1)C1=CC=C(C=C1)C1=CC=C(C=C1)C1=C(C(=NO1)C)N (1-[4′-(4-amino-3-methyl-isoxazol-5-yl)-biphenyl-4-yl]-cyclopropanecarboxylic acid ethyl ester), BrC1=CC(=NC=C1)C1=C(C=CC=C1)Cl (4-bromo-2-(2-chloro-phenyl)-pyridine). The reactants are CCc1ccc(N=C=O)cc1, CCOCC, NCCCl, C1CCOC1. Yields the product CCc1ccc(N2CCNC2=O)cc1. As a reaction SMILES: [CH2:5]([CH3:6])[c:7]1[cH:8][cH:9][c:10]([N:13]=[C:14]=[O:15])[cH:11][cH:12]1.[CH3:16][CH2:17][O:18][CH2:19][CH3:20].[Cl:1][CH2:2][CH2:3][NH2:4].[O:21]1[CH2:22][CH2:23][CH2:24][CH2:25]1>>[CH2:2]1[CH2:3][NH:4][C:14](=[O:15])[N:13]1[c:10]1[cH:9][cH:8][c:7]([CH2:5][CH3:6])[cH:12][cH:11]1. Starting materials: Brc1ccoc1, CC(=O)c1scnc1C, CCOCC, [Li]CCCC, O. Reaction SMILES: [Br:1][c:2]1[cH:3][o:4][cH:5][cH:6]1.[C:12]([CH3:13])(=[O:14])[c:15]1[c:16]([CH3:20])[n:17][cH:18][s:19]1.[CH2:22]([O:23][CH2:24][CH3:25])[CH3:26].[CH2:7]([Li:8])[CH2:9][CH2:10][CH3:11].[OH2:21]>>[c:2]1([C:12]([CH3:13])([OH:14])[c:15]2[c:16]([CH3:20])[n:17][cH:18][s:19]2)[cH:3][o:4][cH:5][cH:6]1. Product: Cc1ncsc1C(C)(O)c1ccoc1.